From a dataset of the Open Reaction Database (ORD), a public repository of structured organic reaction records. describe an organic reaction: reactants, conditions, products, and yield Starting materials: C[Si](Br)(C)C (trimethylbromosilane), C(C)OC(C(C=C(CCOC(C)=O)CP(=O)(OC(C)C)OC(C)C)NC=O)=O (6-acetoxy-4-diisopropylphosphonomethyl-2-formylamino-hex-3-enoic acid ethyl ester), C(C)O (ethanol). Run in ClCCl (dichloromethane). Conditions: time 22 hour. Product: C(C)OC(C(C=C(CCO)CP(=O)(O)O)N)=O (2-amino-6-hydroxy-4-phosphonomethyl-hex-3-enoic acid ethyl ester). RXN SMILES: [CH2:1]([O:3][C:4](=[O:28])[CH:5]([NH:25]C=O)[CH:6]=[C:7]([CH2:14][P:15]([O:21]C(C)C)([O:17]C(C)C)=[O:16])[CH2:8][CH2:9][O:10]C(=O)C)[CH3:2].C[Si](C)(C)Br.C(O)C>ClCCl>[CH2:1]([O:3][C:4](=[O:28])[CH:5]([NH2:25])[CH:6]=[C:7]([CH2:14][P:15]([OH:17])([OH:21])=[O:16])[CH2:8][CH2:9][OH:10])[CH3:2]. Procedure details: 3.57 g (8.5 mmol) of 6-acetoxy-4-diisopropylphosphonomethyl-2-formylamino-hex-3-enoic acid ethyl ester are dissolved in 22 ml of dichloromethane, and 4.4 ml (34 mmol) of trimethylbromosilane are added dropwise at room temperature. The mixture is left to stand at room temperature for 22 hours, 22 ml of ethanol are added dropwise, the mixture is left to stand for a further 22 hours and is concentrated by evaporation in a rotary evaporator, the residue is dissolved in 22 ml of ethanol, and a mixtur... Run in C1CCOC1 (THF). As a reaction SMILES: O.[OH-].[Li+].[Br:4][C:5]1[CH:6]=[CH:7][C:8]([O:35][CH2:36][O:37][CH3:38])=[C:9]([C@:11]([NH:28][S@:29]([C:31]([CH3:34])([CH3:33])[CH3:32])=[O:30])([C:14]2[CH:19]=[C:18]([N:20]3[CH2:25][CH2:24][O:23][CH2:22][CH2:21]3)[N:17]=[C:16]([F:26])[C:15]=2[Cl:27])[CH2:12][OH:13])[CH:10]=1.Br[CH2:40][C:41]#[N:42].[Cl-].[NH4+]>C1COCC1>[Br:4][C:5]1[CH:6]=[CH:7][C:8]([O:35][CH2:36][O:37][CH3:38])=[C:9]([C@:11]([NH:28][S@:29]([C:31]([CH3:32])([CH3:33])[CH3:34])=[O:30])([C:14]2[CH:19]=[C:18]([N:20]3[CH2:25][CH2:24][O:23][CH2:22][CH2:21]3)[N:17]=[C:16]([F:26])[C:15]=2[Cl:27])[CH2:12][O:13][CH2:40][C:41]#[N:42])[CH:10]=1 |f:0.1.2,5.6|. Yield: 74.7%. Procedure: Lithium hydroxide hydrate (0.402 g, 9.58 mmol) was added to a solution of (S)—N—((S)-1-(5-bromo-2-(methoxymethoxy)phenyl)-1-(3-chloro-2-fluoro-6-morpholinopyridin-4-yl)-2-hydroxyethyl)-2-methylpropane-2-sulfinamide (1.9 g, 3.19 mmol) in THF (25 mL) at RT, followed by bromoacetonitrile (0.445 mL, 6.39 mmol). The reaction mixture was allowed to stir at RT for 12 h. The reaction mixture was treated with aqueous saturated ammonium chloride, and the mixture was extracted with EtOAc. The organic phase... Product: BrC=1C=CC(=C(C1)[C@@](COCC#N)(C1=C(C(=NC(=C1)N1CCOCC1)F)Cl)N[S@@](=O)C(C)(C)C)OCOC ((S)—N—((S)-1-(5-bromo-2-(methoxymethoxy)phenyl)-1-(3-chloro-2-fluoro-6-morpholinopyridin-4-yl)-2-(cyanomethoxy)ethyl)-2-methylpropane-2-sulfinamide). Reactants: [Cl-].[NH4+] (ammonium chloride), O.[OH-].[Li+] (Lithium hydroxide hydrate), BrC=1C=CC(=C(C1)[C@@](CO)(C1=C(C(=NC(=C1)N1CCOCC1)F)Cl)N[S@@](=O)C(C)(C)C)OCOC ((S)—N—((S)-1-(5-bromo-2-(methoxymethoxy)phenyl)-1-(3-chloro-2-fluoro-6-morpholinopyridin-4-yl)-2-hydroxyethyl)-2-methylpropane-2-sulfinamide), BrCC#N (bromoacetonitrile). Run at time 12 hour. The product is C(C)C(CC)(C1=CC(=C(C=C1)OCC(C(C)(C)C)O)C)C=1C=C(C2=C(C=C(O2)C(=O)O)C1)C (5-{1-Ethyl-1-[4-(2-hydroxy-3,3-dimethyl-butoxy)-3-methyl-phenyl]-propyl}-7-methyl-benzofuran-2-carboxylic acid). Run in C1CCOC1 (THF). Run at time 60 minute. Procedure: A solution of 5-{1-[4-(3,3-dimethyl-2-oxo-butoxy)-3-methyl-phenyl]-1-ethyl-propyl}-7-methyl-benzofuran-2-carboxylic acid (250 mg, 0.555 mmol) in THF (10 mL) at RT is treated with NaBH4 (42 mg, 1.11 mmol). The resulting mixture is stirred for 60 min and is quenched with HCl (1.0 N, 5.0 mL) and extracted with EtOAc (2×30 mL). The organic layer is dried over Na2SO4, concentrated to afford the title compound (170 mg, 68%). RXN SMILES: [CH3:1][C:2]([CH3:33])([CH3:32])[C:3](=[O:31])[CH2:4][O:5][C:6]1[CH:11]=[CH:10][C:9]([C:12]([C:17]2[CH:18]=[C:19]([CH3:29])[C:20]3[O:24][C:23]([C:25]([OH:27])=[O:26])=[CH:22][C:21]=3[CH:28]=2)([CH2:15][CH3:16])[CH2:13][CH3:14])=[CH:8][C:7]=1[CH3:30].[BH4-].[Na+]>C1COCC1>[CH2:13]([C:12]([C:17]1[CH:18]=[C:19]([CH3:29])[C:20]2[O:24][C:23]([C:25]([OH:27])=[O:26])=[CH:22][C:21]=2[CH:28]=1)([C:9]1[CH:10]=[CH:11][C:6]([O:5][CH2:4][CH:3]([OH:31])[C:2]([CH3:32])([CH3:33])[CH3:1])=[C:7]([CH3:30])[CH:8]=1)[CH2:15][CH3:16])[CH3:14] |f:1.2|. Starting materials: CC(C(COC1=C(C=C(C=C1)C(CC)(CC)C=1C=C(C2=C(C=C(O2)C(=O)O)C1)C)C)=O)(C)C (5-{1-[4-(3,3-dimethyl-2-oxo-butoxy)-3-methyl-phenyl]-1-ethyl-propyl}-7-methyl-benzofuran-2-carboxylic acid), [BH4-].[Na+] (NaBH4). Yield: 67.7%.